The task is: describe an organic reaction: reactants, conditions, products, and yield. This data is from the Open Reaction Database (ORD), a public repository of structured organic reaction records. Reactants: Cc1ccccc1C(=O)c1cc(C(=O)O)c(C)[nH]1, CO, [Na+], [OH-]. Product: Cc1ccccc1C(=O)c1cc(C(=O)O)c[nH]1. As a reaction SMILES: [CH3:1][c:2]1[nH:3][c:4]([C:10]([c:11]2[c:12]([CH3:17])[cH:13][cH:14][cH:15][cH:16]2)=[O:18])[cH:5][c:6]1[C:7](=[O:8])[OH:9].[CH3:21][OH:22].[Na+:20].[OH-:19]>>[cH:2]1[nH:3][c:4]([C:10]([c:11]2[c:12]([CH3:17])[cH:13][cH:14][cH:15][cH:16]2)=[O:18])[cH:5][c:6]1[C:7](=[O:8])[OH:9]. Reaction SMILES: [Cu:39][I:40].[I:9][c:10]1[cH:11][cH:12][cH:13][c:14]2[c:15]3[c:16]([nH:17][c:18]12)[CH2:19][CH2:20][N:21]([C:23](=[O:24])[O:25][C:26]([CH3:27])([CH3:28])[CH3:29])[CH2:22]3.[K+:6].[K+:7].[K+:8].[OH:30][CH2:31][CH2:32][N:33]1[CH2:34][CH2:35][CH2:36][CH2:37][CH2:38]1.[P:1]([O-:2])([O-:3])([O-:4])=[O:5]>>[c:10]1([O:30][CH2:31][CH2:32][N:33]2[CH2:34][CH2:35][CH2:36][CH2:37][CH2:38]2)[cH:11][cH:12][cH:13][c:14]2[c:15]3[c:16]([nH:17][c:18]12)[CH2:19][CH2:20][N:21]([C:23](=[O:24])[O:25][C:26]([CH3:27])([CH3:28])[CH3:29])[CH2:22]3. Yields the product CC(C)(C)OC(=O)N1CCc2[nH]c3c(OCCN4CCCCC4)cccc3c2C1. Reactants: [Cu]I, CC(C)(C)OC(=O)N1CCc2[nH]c3c(I)cccc3c2C1, [K+], [K+], [K+], OCCN1CCCCC1, O=P([O-])([O-])[O-]. The reactants are BrC=1C=CC2=C(C=C(O2)C(=O)OCC)C1 (ethyl 5-bromo-benzofuran-2-carboxylate), C1(=CC=CC=C1)B(O)O (benzeneboronic acid), C([O-])([O-])=O.[Na+].[Na+] (sodium carbonate), Cl (HCl). The reagents and catalysts are C=1C=CC(=CC1)[P](C=2C=CC=CC2)(C=3C=CC=CC3)[Pd]([P](C=4C=CC=CC4)(C=5C=CC=CC5)C=6C=CC=CC6)([P](C=7C=CC=CC7)(C=8C=CC=CC8)C=9C=CC=CC9)[P](C=1C=CC=CC1)(C=1C=CC=CC1)C=1C=CC=CC1 (tetrakis(triphenylphosphine)palladium). The solvent is O (water), O1CCOCC1 (dioxane). Run at temperature 100 celsius. The product is C1(=CC=CC=C1)C=1C=CC2=C(C=C(O2)C(=O)O)C1 (5-phenyl-benzofuran-2-carboxylic acid). Yield: 99.3%. RXN SMILES: Br[C:2]1[CH:3]=[CH:4][C:5]2[O:9][C:8]([C:10]([O:12]CC)=[O:11])=[CH:7][C:6]=2[CH:15]=1.[C:16]1(B(O)O)[CH:21]=[CH:20][CH:19]=[CH:18][CH:17]=1.C(=O)([O-])[O-].[Na+].[Na+].Cl>O.C1C=CC([P]([Pd]([P](C2C=CC=CC=2)(C2C=CC=CC=2)C2C=CC=CC=2)([P](C2C=CC=CC=2)(C2C=CC=CC=2)C2C=CC=CC=2)[P](C2C=CC=CC=2)(C2C=CC=CC=2)C2C=CC=CC=2)(C2C=CC=CC=2)C2C=CC=CC=2)=CC=1.O1CCOCC1>[C:16]1([C:2]2[CH:3]=[CH:4][C:5]3[O:9][C:8]([C:10]([OH:12])=[O:11])=[CH:7][C:6]=3[CH:15]=2)[CH:21]=[CH:20][CH:19]=[CH:18][CH:17]=1 |f:2.3.4,^1:36,38,57,76|. Procedure details: A mixture of ethyl 5-bromo-benzofuran-2-carboxylate (2.5 g, 9.3 mmol), benzeneboronic acid (1.25 g, 10.2 mmol), tetrakis(triphenylphosphine)palladium (0) (118 mg), sodium carbonate (3.25 g, 30.6 mmol) in water (25 mL), and dioxane (25 mL) was stirred under an argon atmosphere and heated to 100° C. for 16 hrs. The white heterogeneous mass was acidified with 1M HCl, extracted, washed, dried, and evaporated, to give about 2.2 g of 5-phenyl-benzofuran-2-carboxylic acid, mp. 218-220° C. Reactants: CC1(OCCO1)C1=CC=C(O1)CN1N=CC(=C1)N (1-[5-(2-methyl-[1,3]dioxolan-2-yl)-furan-2-ylmethyl]-1H-pyrazol-4-ylamine), N1C=C(C2=CC=CC=C12)/C=C/C(=O)O ((E)-3-(1H-indol-3-yl)-acrylic acid), 05b. Procedure details: Following general procedure B followed by C, starting from 1-[5-(2-methyl-[1,3]dioxolan-2-yl)-furan-2-ylmethyl]-1H-pyrazol-4-ylamine and (E)-3-(1H-indol-3-yl)-acrylic acid. LC-MS-conditions 05b: tR=0.84 min; [M+H]+=375.31. As a reaction SMILES: [CH3:1][C:2]1([C:7]2[O:11][C:10]([CH2:12][N:13]3[CH:17]=[C:16]([NH2:18])[CH:15]=[N:14]3)=[CH:9][CH:8]=2)[O:6]CCO1.[NH:19]1[C:27]2[C:22](=[CH:23][CH:24]=[CH:25][CH:26]=2)[C:21](/[CH:28]=[CH:29]/[C:30](O)=[O:31])=[CH:20]1>>[C:2]([C:7]1[O:11][C:10]([CH2:12][N:13]2[CH:17]=[C:16]([NH:18][C:30](=[O:31])/[CH:29]=[CH:28]/[C:21]3[C:22]4[C:27](=[CH:26][CH:25]=[CH:24][CH:23]=4)[NH:19][CH:20]=3)[CH:15]=[N:14]2)=[CH:9][CH:8]=1)(=[O:6])[CH3:1]. The product is C(C)(=O)C1=CC=C(O1)CN1N=CC(=C1)NC(\C=C\C1=CNC2=CC=CC=C12)=O ((E)-N-[1-(5-Acetyl-furan-2-ylmethyl)-1H-pyrazol-4-yl]-3-(1H-indol-3-yl)-acrylamide). Starting materials: O[C@@H](C(=O)ON1C(CCC1=O)=O)[C@H](C(=O)ON1C(CCC1=O)=O)O ((2R,3R)-bis(2,5-dioxopyrrolidin-1-yl) 2,3-dihydroxysuccinate), NCCOCCOCCNS(=O)(=O)C1=CC(=CC=C1)C1CN(CC2=C(C=C(C=C12)Cl)Cl)C (N-(2-(2-(2-aminoethoxy)ethoxy)ethyl)-3-(6,8-dichloro-2-methyl-1,2,3,4-tetrahydroisoquinolin-4-yl)benzenesulfonamide), NCCOCCOCCNS(=O)(=O)C1=CC(=CC=C1)C1CN(CC2=C(C=C(C=C12)Cl)Cl)C (N-(2-(2-(2-aminoethoxy)ethoxy)ethyl)-3-(6,8-dichloro-2-methyl-1,2,3,4-tetrahydroisoquinolin-4-yl)benzenesulfonamide). Yields the product ClC=1C=C2C(CN(CC2=C(C1)Cl)C)C=1C=C(C=CC1)S(=O)(=O)NCCOCCOCCNC([C@@H]([C@H](C(=O)NCCOCCOCCNS(=O)(=O)C1=CC(=CC=C1)C1CN(CC2=C(C=C(C=C12)Cl)Cl)C)O)O)=O ((2R,3R)-N1,N4-bis(2-(2-(2-(3-(6,8-dichloro-2-methyl-1,2,3,4-tetrahydroisoquinolin-4-yl)phenylsulfonamido)ethoxy)ethoxy)ethyl)-2,3-dihydroxysuccinamide). The yield is 15.3%. As a reaction SMILES: [OH:1][C@H:2]([C@@H:13]([OH:24])[C:14]([O:16]N1C(=O)CCC1=O)=O)[C:3]([O:5]N1C(=O)CCC1=O)=O.[NH2:25][CH2:26][CH2:27][O:28][CH2:29][CH2:30][O:31][CH2:32][CH2:33][NH:34][S:35]([C:38]1[CH:43]=[CH:42][CH:41]=[C:40]([CH:44]2[C:53]3[C:48](=[C:49]([Cl:55])[CH:50]=[C:51]([Cl:54])[CH:52]=3)[CH2:47][N:46]([CH3:56])[CH2:45]2)[CH:39]=1)(=[O:37])=[O:36]>>[Cl:54][C:51]1[CH:52]=[C:53]2[C:48](=[C:49]([Cl:55])[CH:50]=1)[CH2:47][N:46]([CH3:56])[CH2:45][CH:44]2[C:40]1[CH:39]=[C:38]([S:35]([NH:34][CH2:33][CH2:32][O:31][CH2:30][CH2:29][O:28][CH2:27][CH2:26][NH:25][C:3](=[O:5])[C@H:2]([OH:1])[C@@H:13]([OH:24])[C:14]([NH:25][CH2:26][CH2:27][O:28][CH2:29][CH2:30][O:31][CH2:32][CH2:33][NH:34][S:35]([C:38]2[CH:43]=[CH:42][CH:41]=[C:40]([CH:44]3[C:53]4[C:48](=[C:49]([Cl:55])[CH:50]=[C:51]([Cl:54])[CH:52]=4)[CH2:47][N:46]([CH3:56])[CH2:45]3)[CH:39]=2)(=[O:37])=[O:36])=[O:16])(=[O:37])=[O:36])[CH:43]=[CH:42][CH:41]=1. Reported procedure: Compound 218 was prepared following the procedure outlined in Example 168 using (2R,3R)-bis(2,5-dioxopyrrolidin-1-yl) 2,3-dihydroxysuccinate (10.2 mg, 0.0298 mmol) and N-(2-(2-(2-aminoethoxy)ethoxy)ethyl)-3-(6,8-dichloro-2-methyl-1,2,3,4-tetrahydroisoquinolin-4-yl)benzenesulfonamide (Compound 168.2, 30 mg, 0.0597 mmol). Purification by preparative HPLC gave the title compound (5.1 mg) as the TFA salt. 1H-NMR (400 MHz, CD3OD): δ 7.92 (d, J=7.8 Hz, 2H), 7.82 (m, 2H), 7.67 (t, J=7.8 Hz, 2H), 7.57 (...